This data is from the Open Reaction Database (ORD), a public repository of structured organic reaction records. The task is: describe an organic reaction: reactants, conditions, products, and yield The reactants are [N+](=O)([O-])C1=CC=C(COC(=O)C2N3C(C(C3SCC2(C)Cl)NC(CC2=CC=CC=C2)=O)=O)C=C1 (3-Chloro-3-methyl-8-oxo-7-(2-phenylacetamido)-5-thia-1-azabicyclo[4.2.0]octane-2-carboxylic acid p-nitrobenzyl ester), 10. The reagents and catalysts are [Pd] (palladium on charcoal). Solvent: C(C)(=O)OCC (ethyl acetate). Product: ClC1(C(N2C(C(C2SC1)NC(CC1=CC=CC=C1)=O)=O)C(=O)O)C (3-Chloro-3-methyl-8-oxo-7-(2-phenylacetamido)-5-thia-1-azabicyclo[4.2.0]octane-2-carboxylic acid). As a reaction SMILES: [N+](C1C=CC(C[O:9][C:10]([CH:12]2[C:19]([Cl:21])([CH3:20])[CH2:18][S:17][CH:16]3[N:13]2[C:14](=[O:32])[CH:15]3[NH:22][C:23](=[O:31])[CH2:24][C:25]2[CH:30]=[CH:29][CH:28]=[CH:27][CH:26]=2)=[O:11])=CC=1)([O-])=O>C(OCC)(=O)C.[Pd]>[Cl:21][C:19]1([CH3:20])[CH2:18][S:17][CH:16]2[N:13]([C:14](=[O:32])[CH:15]2[NH:22][C:23](=[O:31])[CH2:24][C:25]2[CH:30]=[CH:29][CH:28]=[CH:27][CH:26]=2)[CH:12]1[C:10]([OH:11])=[O:9]. Procedure details: 3-Chloro-3-methyl-8-oxo-7-(2-phenylacetamido)-5-thia-1-azabicyclo[4.2.0]octane-2-carboxylic acid p-nitrobenzyl ester (1.06 g, 2.1 mmoles) was hydrogenated in 60 ml of ethyl acetate over 1 g. of 10 per cent palladium on charcoal. The catalyst was filtered and washed with ethyl acetate. The filtrate was extracted with ice cold saturated sodium bicarbonate (100 ml.). The aqueous phase was covered with fresh ethyl acetate (100 ml.) and was acidified with concentrated hydrochloric acid to pH 1.5. The... Reactants: [Br-].C(C)OC(=O)C[P+](C1=CC=CC=C1)(C1=CC=CC=C1)C1=CC=CC=C1 (ethoxycarbonylmethyl-triphenylphosphonium bromide), C(C)C1=C(C=C(C=O)C=C1OC)OC (4-ethyl-3,5-dimethoxybenzaldehyde), [Cl-].[Na+] (sodium chloride), solution, C(CCC)[Li] (n-butyllithium). Solvent: O1CCCC1 (tetrahydrofuran), O1CCCC1 (tetrahydrofuran), CCCCCC (hexane). Run at time 1 hour. Yields the product C(C)C1=C(C=C(C=C1OC)C=CC(=O)OCC)OC (ethyl 3-(4-ethyl-3,5-dimethoxy-phenyl)-acrylate). The yield is 78.8%. As a reaction SMILES: C([Li])CCC.[Br-].[CH2:7]([O:9][C:10]([CH2:12][P+](C1C=CC=CC=1)(C1C=CC=CC=1)C1C=CC=CC=1)=[O:11])[CH3:8].[CH2:32]([C:34]1[C:41]([O:42][CH3:43])=[CH:40][C:37]([CH:38]=O)=[CH:36][C:35]=1[O:44][CH3:45])[CH3:33].[Cl-].[Na+]>CCCCCC.O1CCCC1>[CH2:32]([C:34]1[C:41]([O:42][CH3:43])=[CH:40][C:37]([CH:38]=[CH:12][C:10]([O:9][CH2:7][CH3:8])=[O:11])=[CH:36][C:35]=1[O:44][CH3:45])[CH3:33] |f:1.2,4.5|. Procedure: 39.4 ml (63 mmol) of a 1.6N solution of n-butyllithium in hexane were added over a period of 15 minutes while stirring at −40° to a suspension of 28.3 g (66 mmol) of ethoxycarbonylmethyl-triphenylphosphonium bromide in 200 ml of tetrahydrofuran. The reaction mixture was stirred at 0° for one hour, cooled to −70° and treated dropwise over 30 minutes with a solution of 11.6 g (60 mmol) of 4-ethyl-3,5-dimethoxybenzaldehyde in 100 ml of tetrahydrofuran. Subsequently, the mixture was stirred at room ... Reactants: OCc1ccc(Br)cc1Cl, ClCCl. Yields the product O=Cc1ccc(Br)cc1Cl. RXN SMILES: [Br:1][c:2]1[cH:3][c:4]([Cl:10])[c:5]([CH2:8][OH:9])[cH:6][cH:7]1.[Cl:11][CH2:12][Cl:13]>>[Br:1][c:2]1[cH:3][c:4]([Cl:10])[c:5]([CH:8]=[O:9])[cH:6][cH:7]1. The reactants are N1=CC=CC=C1 (Pyridine), FC1=C(C=C(C=C1)N)[N+](=O)[O-] (4-fluoro-3-nitro-phenylamine), FC1=CC=C(C=C1)S(=O)(=O)Cl (4-fluoro-benzenesulfonyl chloride). Solvent: ClCCl (dichloromethane). Reaction conditions: time 8 hour. Yields the product FC1=CC=C(C=C1)S(=O)(=O)NC1=CC(=C(C=C1)F)[N+](=O)[O-] (4-Fluoro-N-(4-fluoro-3 -nitro-phenyl)-benzenesulfonamide). The yield is 80.7%. As a reaction SMILES: N1C=CC=CC=1.[F:7][C:8]1[CH:13]=[CH:12][C:11]([NH2:14])=[CH:10][C:9]=1[N+:15]([O-:17])=[O:16].[F:18][C:19]1[CH:24]=[CH:23][C:22]([S:25](Cl)(=[O:27])=[O:26])=[CH:21][CH:20]=1>ClCCl>[F:18][C:19]1[CH:24]=[CH:23][C:22]([S:25]([NH:14][C:11]2[CH:12]=[CH:13][C:8]([F:7])=[C:9]([N+:15]([O-:17])=[O:16])[CH:10]=2)(=[O:27])=[O:26])=[CH:21][CH:20]=1. Procedure: Pyridine (500 uL, 6.19 mmol) was added to a solution of 4-fluoro-3-nitro-phenylamine (1 g, 6.41 mmol) and 4-fluoro-benzenesulfonyl chloride (1.2 g, 6.19 mmol) in dichloromethane (DCM) (20 mL) and the reaction was stirred at room temperature overnight. The reaction was then partitioned between water and DCM. The organic layer was washed several times with water and concentrated. Recrystalization from ethanol/water gave 1.57 g of the sub-title compound as tan crystals. The reactants are Cl (HCl), O1CCOCC1 (dioxane), C1(CCCCC1)N1C=NC=C1CSC1=NC(=CC(=N1)O)C (2-{[(1-cyclohexyl-1H-imidazol-5-yl)methyl]sulfanyl)-6-methylpyrimidin-4-ol). The solvent is CO (methanol). Run at time 30 minute. The product is Cl.C1(CCCCC1)N1C=NC=C1CSC1=NC(=CC(=N1)O)C (2-{[(1-cyclohexyl-1H-imidazol-5-yl)methyl]sulfanyl)-6-methylpyrimidin-4-ol hydrochloride). The yield is 98.0%. RXN SMILES: [CH:1]1([N:7]2[C:11]([CH2:12][S:13][C:14]3[N:19]=[C:18]([OH:20])[CH:17]=[C:16]([CH3:21])[N:15]=3)=[CH:10][N:9]=[CH:8]2)[CH2:6][CH2:5][CH2:4][CH2:3][CH2:2]1.[ClH:22].O1CCOCC1>CO>[ClH:22].[CH:1]1([N:7]2[C:11]([CH2:12][S:13][C:14]3[N:19]=[C:18]([OH:20])[CH:17]=[C:16]([CH3:21])[N:15]=3)=[CH:10][N:9]=[CH:8]2)[CH2:6][CH2:5][CH2:4][CH2:3][CH2:2]1 |f:4.5|. Procedure details: 2-{[(1-cyclohexyl-1H-imidazol-5-yl)methyl]sulfanyl)-6-methylpyrimidin-4-ol (300 mg, 986 μmol) was stirred in methanol (30 mL), and a solution of 4 N HCl in dioxane (370 μL, 1.5 mmol) was added dropwise at 0° C. The mixture was stirred for 30 minutes at room temperature. The solvent was removed by evaporation, and the residue was triturated with diethyl ether and dried in vacuo to afford 2-{[(1-cyclohexyl-1H-imidazol-5-yl)methyl]sulfanyl)-6-methylpyrimidin-4-ol hydrochloride (330 mg, 98% yield); ... The reactants are Cl (HCl), ClC1=NC=NC2=CC(=C(C=C12)OC)O[C@@H]1CN(CCC1)C(=O)OC(C)(C)C (tert-butyl (3S)-3-[(4-chloro-6-methoxyquinazolin-7-yl)oxy]piperidine-1-carboxylate), ClC=1C(=C(N)C=CC1)F (3-chloro-2-fluoroaniline). The solvent is O1CCOCC1 (dioxane), C(C)#N (acetonitrile). Reaction conditions: temperature 80 celsius, time 8 hour. Yields the product Cl.Cl.ClC=1C(=C(C=CC1)NC1=NC=NC2=CC(=C(C=C12)OC)O[C@@H]1CNCCC1)F (N-(3-chloro-2-fluorophenyl)-6-methoxy-7-[(3S)-piperidin-3-yloxy]quinazolin-4-amine dihydrochloride). As a reaction SMILES: Cl.[Cl:2][C:3]1[C:12]2[C:7](=[CH:8][C:9]([O:15][C@H:16]3[CH2:21][CH2:20][CH2:19][N:18](C(OC(C)(C)C)=O)[CH2:17]3)=[C:10]([O:13][CH3:14])[CH:11]=2)[N:6]=[CH:5][N:4]=1.[Cl:29][C:30]1[C:31]([F:37])=[C:32]([CH:34]=[CH:35][CH:36]=1)[NH2:33]>O1CCOCC1.C(#N)C>[ClH:2].[ClH:29].[Cl:29][C:30]1[C:31]([F:37])=[C:32]([NH:33][C:3]2[C:12]3[C:7](=[CH:8][C:9]([O:15][C@H:16]4[CH2:21][CH2:20][CH2:19][NH:18][CH2:17]4)=[C:10]([O:13][CH3:14])[CH:11]=3)[N:6]=[CH:5][N:4]=2)[CH:34]=[CH:35][CH:36]=1 |f:5.6.7|. Procedure details: 4.0M HCl in dioxane (6.0 ml) was added to a stirred suspension of tert-butyl (3S)-3-[(4-chloro-6-methoxyquinazolin-7-yl)oxy]piperidine-1-carboxylate (3.21 g) and 3-chloro-2-fluoroaniline (0.98 ml) in acetonitrile (50 mL). The reaction mixture was heated at 80° C. and left at this temperature overnight. The solvent was evaporated and the residue purified by flash column chromatography eluting with increasingly polar mixtures of methylene chloride/7N ammonia solution in methanol (97/3 to 95/5) to ... Reactants: C1CCOC1, COc1cc(-c2cccc(Cl)c2)c2cc(C(=O)c3ccoc3)ccc2n1, Cl, [NH4+], [OH-], O. Product: O=C(c1ccoc1)c1ccc2[nH]c(=O)cc(-c3cccc(Cl)c3)c2c1. As a reaction SMILES: [CH2:31]1[O:32][CH2:33][CH2:34][CH2:35]1.[Cl:1][c:2]1[cH:3][c:4](-[c:8]2[cH:9][c:10]([O:25][CH3:26])[n:11][c:12]3[cH:13][cH:14][c:15]([C:18](=[O:19])[c:20]4[cH:21][o:22][cH:23][cH:24]4)[cH:16][c:17]23)[cH:5][cH:6][cH:7]1.[ClH:27].[NH4+:30].[OH-:29].[OH2:28]>>[Cl:1][c:2]1[cH:3][c:4](-[c:8]2[cH:9][c:10](=[O:25])[nH:11][c:12]3[cH:13][cH:14][c:15]([C:18](=[O:19])[c:20]4[cH:21][o:22][cH:23][cH:24]4)[cH:16][c:17]23)[cH:5][cH:6][cH:7]1. The reactants are O=C([O-])O, CO, CC(C)O[Si](C)(C)CC(O)(c1ccccc1F)C(C)n1ccn(-c2ccc(-n3cnnn3)cc2)c1=O, [Na+], C1CCOC1, OO. Yields the product CC(n1ccn(-c2ccc(-n3cnnn3)cc2)c1=O)C(O)(CO)c1ccccc1F. Reaction SMILES: [C:37]([O-:38])(=[O:39])[OH:40].[CH3:42][OH:43].[F:1][c:2]1[c:3]([C:8]([CH:9]([CH3:10])[n:11]2[c:12](=[O:27])[n:13](-[c:16]3[cH:17][cH:18][c:19](-[n:22]4[n:23][n:24][n:25][cH:26]4)[cH:20][cH:21]3)[cH:14][cH:15]2)([CH2:28][Si:29]([O:30][CH:31]([CH3:32])[CH3:33])([CH3:34])[CH3:35])[OH:36])[cH:4][cH:5][cH:6][cH:7]1.[Na+:41].[O:44]1[CH2:45][CH2:46][CH2:47][CH2:48]1.[OH:49][OH:50]>>[F:1][c:2]1[c:3]([C:8]([CH:9]([CH3:10])[n:11]2[c:12](=[O:27])[n:13](-[c:16]3[cH:17][cH:18][c:19](-[n:22]4[n:23][n:24][n:25][cH:26]4)[cH:20][cH:21]3)[cH:14][cH:15]2)([OH:36])[CH2:37][OH:38])[cH:4][cH:5][cH:6][cH:7]1. Starting materials: CCOC(=O)C(CC)Cc1ccc(N)cc1, CCO, O=C1OC(=O)c2ccccc21, O. The product is CCOC(=O)C(CC)Cc1ccc(N2C(=O)c3ccccc3C2=O)cc1. As a reaction SMILES: [CH2:1]([CH3:2])[O:3][C:4]([CH:5]([CH2:6][CH3:7])[CH2:8][c:9]1[cH:10][cH:11][c:12]([NH2:15])[cH:13][cH:14]1)=[O:16].[CH3:29][CH2:30][OH:31].[O:17]=[C:18]1[O:19][C:20](=[O:21])[c:22]2[cH:23][cH:24][cH:25][cH:26][c:27]21.[OH2:28]>>[CH2:1]([CH3:2])[O:3][C:4]([CH:5]([CH2:6][CH3:7])[CH2:8][c:9]1[cH:10][cH:11][c:12]([N:15]2[C:18](=[O:17])[c:27]3[c:22]([cH:23][cH:24][cH:25][cH:26]3)[C:20]2=[O:19])[cH:13][cH:14]1)=[O:16].